This data is from the Open Reaction Database (ORD), a public repository of structured organic reaction records. The task is: describe an organic reaction: reactants, conditions, products, and yield The reactants are O (water), C(#N)C1(CCC(=C(C1)C(=O)OC)O)C=1C=NC(=NC1)C (methyl 5-cyano-2-hydroxy-5-(2-methylpyrimidin-5-yl)cyclohex-1-enecarboxylate), [Na+].[Cl-] (NaCl), O (H2O). Run in CS(=O)C (DMSO). Yields the product CC1=NC=C(C=N1)C1(CCC(CC1)=O)C#N (1-(2-methylpyrimidin-5-yl)-4-oxocyclohexanecarbonitrile). Yield: 40.4%. Reaction SMILES: [C:1]([C:3]1([C:14]2[CH:15]=[N:16][C:17]([CH3:20])=[N:18][CH:19]=2)[CH2:8][C:7](C(OC)=O)=[C:6]([OH:13])[CH2:5][CH2:4]1)#[N:2].[Na+].[Cl-].O>CS(C)=O>[CH3:20][C:17]1[N:16]=[CH:15][C:14]([C:3]2([C:1]#[N:2])[CH2:4][CH2:5][C:6](=[O:13])[CH2:7][CH2:8]2)=[CH:19][N:18]=1 |f:1.2|. Procedure: A solution of methyl 5-cyano-2-hydroxy-5-(2-methylpyrimidin-5-yl)cyclohex-1-enecarboxylate (6.2 g, 0.023 mol), NaCl (1.46 g, 0.025 mol) and H2O (1.24 mL, 0.069 mol) in DMSO (50 mL) was heated to 160° C. for 3 h. After cooling to room temperature, the reaction was added water and extracted with EtOAc (6×100 mL). The organic layer was washed with brine, dried over Na2SO4 and concentracted. The crude product was purified by flash chromatography(EtOAc: Petroluem ether=1:3˜3:2) to give 1-(2-methylpyr... Starting materials: C(C)N(C(C)C)C(C)C (N-Ethyl-N,N-diisopropylamine), N(CCO)CCO (diethanolamine), BrC/C=C/[Sn](CCCC)(CCCC)CCCC ([(1E)-3-bromoprop-1-enyl](tributyl)stannane). Solvent: CN(C)C=O (DMF). Conditions: temperature 20 celsius, time 15 hour. The product is C(CCC)[Sn](\C=C\CN(CCO)CCO)(CCCC)CCCC (Tributyl{(1E)-3-[bis(2-hydroxyethyl)amino]prop-1-enyl}stannane). As a reaction SMILES: C(N(C(C)C)C(C)C)C.[NH:10]([CH2:14][CH2:15][OH:16])[CH2:11][CH2:12][OH:13].Br[CH2:18]/[CH:19]=[CH:20]/[Sn:21]([CH2:30][CH2:31][CH2:32][CH3:33])([CH2:26][CH2:27][CH2:28][CH3:29])[CH2:22][CH2:23][CH2:24][CH3:25]>CN(C=O)C>[CH2:30]([Sn:21]([CH2:26][CH2:27][CH2:28][CH3:29])([CH2:22][CH2:23][CH2:24][CH3:25])/[CH:20]=[CH:19]/[CH2:18][N:10]([CH2:14][CH2:15][OH:16])[CH2:11][CH2:12][OH:13])[CH2:31][CH2:32][CH3:33]. Reported procedure: N-Ethyl-N,N-diisopropylamine (315 mg) was added to a solution of diethanolamine (256 mg) in dry DMF (5 mL) at 0° C. [(1E)-3-bromoprop-1-enyl](tributyl)stannane (600 mg) was added to the reaction after 10 min. The reaction mixture was stirred for 15 h at 20° C. and then quenched with saturated NH4Cl (aq.). Extraction with Et2O and drying (MgSO4) of the organic phase gave, after concentration in vacuo, the crude product. Purification was done by chromatography eluting with Et2O/MeOH 100:4 to affor... Reactants: CNCC(O)c1ncccn1, COCCOC, CCN(C(C)C)C(C)C, Cc1c(CCl)sc2c(=O)c(C(=O)NCc3ccc(Cl)cc3)cn(C)c12, O. The product is Cc1c(CN(C)CC(O)c2ncccn2)sc2c(=O)c(C(=O)NCc3ccc(Cl)cc3)cn(C)c12. Reaction SMILES: [CH3:26][NH:27][CH2:28][CH:29]([OH:30])[c:31]1[n:32][cH:33][cH:34][cH:35][n:36]1.[CH3:46][O:47][CH2:48][CH2:49][O:50][CH3:51].[CH:37]([N:38]([CH:39]([CH3:40])[CH3:41])[CH2:42][CH3:43])([CH3:44])[CH3:45].[Cl:1][c:2]1[cH:3][cH:4][c:5]([CH2:6][NH:7][C:8](=[O:9])[c:10]2[c:11](=[O:23])[c:12]3[c:13]([n:14]([CH3:16])[cH:15]2)[c:17]([CH3:22])[c:18]([CH2:20][Cl:21])[s:19]3)[cH:24][cH:25]1.[OH2:52]>>[Cl:1][c:2]1[cH:3][cH:4][c:5]([CH2:6][NH:7][C:8](=[O:9])[c:10]2[c:11](=[O:23])[c:12]3[c:13]([n:14]([CH3:16])[cH:15]2)[c:17]([CH3:22])[c:18]([CH2:20][N:27]([CH3:26])[CH2:28][CH:29]([OH:30])[c:31]2[n:32][cH:33][cH:34][cH:35][n:36]2)[s:19]3)[cH:24][cH:25]1. The product is ClC1=CC=C(C=C1)C1=CC=C(C=C1)C[C@@H](C(=O)O)NC(=O)[C@H]1N(CC=2C=C3C(=CC2C1)OC[C@@H](O3)C3=CC=C(C=C3)OCC3=CC(=C(C=C3)Cl)Cl)[C@@H](CC)C3=CC=CC=C3 ((S)-3-(4′-Chloro-biphenyl-4-yl)-2-{[(3S,8S)-3-[4-(3,4-dichloro-benzyloxy)-phenyl]-7-((S)-1-phenyl-propyl)-2,3,6,7,8,9-hexahydro-[1,4]dioxino[2,3-g]isoquinoline-8-carbonyl]-amino}-propionic acid). Reported procedure: The title compound (16 mg) was prepared from (3S,8S)-3-[4-(3,4-dichloro-benzyloxy)-phenyl]-7-((S)-1-phenyl-propyl)-2,3,6,7,8,9-hexahydro-[1,4]dioxino[2,3-g]isoquinoline-8-carboxylic acid (30 mg) and (S)-2-amino-3-(4′-chloro-biphenyl-4-yl)-propionic acid methyl ester hydrochloride according to General Procedures L and B. LCMS (m/z): 862. Reactants: ClC=1C=C(COC2=CC=C(C=C2)[C@@H]2OC=3C(=CC=4C[C@H](N(CC4C3)[C@@H](CC)C3=CC=CC=C3)C(=O)O)OC2)C=CC1Cl ((3S,8S)-3-[4-(3,4-dichloro-benzyloxy)-phenyl]-7-((S)-1-phenyl-propyl)-2,3,6,7,8,9-hexahydro-[1,4]dioxino[2,3-g]isoquinoline-8-carboxylic acid), Cl.COC([C@H](CC1=CC=C(C=C1)C1=CC=C(C=C1)Cl)N)=O ((S)-2-amino-3-(4′-chloro-biphenyl-4-yl)-propionic acid methyl ester hydrochloride). RXN SMILES: [Cl:1][C:2]1[CH:3]=[C:4]([CH:39]=[CH:40][C:41]=1[Cl:42])[CH2:5][O:6][C:7]1[CH:12]=[CH:11][C:10]([C@H:13]2[CH2:38][O:37][C:16]3=[CH:17][C:18]4[CH2:19][C@@H:20]([C:34](O)=[O:35])[N:21]([C@H:25]([C:28]5[CH:33]=[CH:32][CH:31]=[CH:30][CH:29]=5)[CH2:26][CH3:27])[CH2:22][C:23]=4[CH:24]=[C:15]3[O:14]2)=[CH:9][CH:8]=1.Cl.C[O:45][C:46](=[O:63])[C@@H:47]([NH2:62])[CH2:48][C:49]1[CH:54]=[CH:53][C:52]([C:55]2[CH:60]=[CH:59][C:58]([Cl:61])=[CH:57][CH:56]=2)=[CH:51][CH:50]=1>>[Cl:61][C:58]1[CH:59]=[CH:60][C:55]([C:52]2[CH:53]=[CH:54][C:49]([CH2:48][C@H:47]([NH:62][C:34]([C@@H:20]3[CH2:19][C:18]4[CH:17]=[C:16]5[O:37][CH2:38][C@H:13]([C:10]6[CH:9]=[CH:8][C:7]([O:6][CH2:5][C:4]7[CH:39]=[CH:40][C:41]([Cl:42])=[C:2]([Cl:1])[CH:3]=7)=[CH:12][CH:11]=6)[O:14][C:15]5=[CH:24][C:23]=4[CH2:22][N:21]3[C@H:25]([C:28]3[CH:33]=[CH:32][CH:31]=[CH:30][CH:29]=3)[CH2:26][CH3:27])=[O:35])[C:46]([OH:45])=[O:63])=[CH:50][CH:51]=2)=[CH:56][CH:57]=1 |f:1.2|. The yield is 81.7%. RXN SMILES: [NH2:1][CH2:2][C:3]1[C:4]([Cl:14])=[C:5]([CH:10]=[CH:11][C:12]=1[F:13])[C:6]([O:8][CH3:9])=[O:7].CCN(C(C)C)C(C)C.[C:24](Cl)(=[O:29])[C:25]([CH3:28])([CH3:27])[CH3:26]>C(Cl)Cl>[Cl:14][C:4]1[C:3]([CH2:2][NH:1][C:24](=[O:29])[C:25]([CH3:28])([CH3:27])[CH3:26])=[C:12]([F:13])[CH:11]=[CH:10][C:5]=1[C:6]([O:8][CH3:9])=[O:7]. Solvent: C(Cl)Cl (CH2Cl2). The reactants are NCC=1C(=C(C(=O)OC)C=CC1F)Cl (methyl 3-(aminomethyl)-2-chloro-4-fluorobenzoate), CCN(C(C)C)C(C)C (DIPEA), C(C(C)(C)C)(=O)Cl (pivaloyl chloride). The product is ClC1=C(C(=O)OC)C=CC(=C1CNC(C(C)(C)C)=O)F (methyl 2-chloro-4-fluoro-3-(pivalamidomethyl)benzoate). Procedure: The title compound was prepared following the procedure described in step-2 of Intermediate-2 using methyl 3-(aminomethyl)-2-chloro-4-fluorobenzoate (340 mg, 1.42 mmol), DIPEA (550 mg, 4.27 mmol) and pivaloyl chloride (204 mg, 1.7 mmol) in CH2Cl2 (5 mL) to afford 350 mg of the title product. 1H NMR (300 MHz, DMSO-d6): δ 7.81-7.74 (m, 2H), 7.36-7.30 (t, J=9.0 Hz, 1H), 4.39-4.37 (d, J=4.5 Hz, 2H), 3.85 (s, 3H), 1.06 (s, 9H). The reactants are IC=1C(=NN(C1C)C1=CC=C(C=C1)CCO)C (2-[4-(4-Iodo-3,5-dimethyl-1H-pyrazol-1-yl)phenyl]ethanol), C(#N)C=1C=C(C=CC1)B(O)O (3-cyanobenzeneboronic acid). The product is OCCC1=CC=C(C=C1)N1N=C(C(=C1C)C=1C=C(C#N)C=CC1)C (3-{1-[4-(2-Hydroxyethyl)phenyl]-3,5-dimethyl-1H-pyrazol-4-yl}benzonitrile). Reaction SMILES: I[C:2]1[C:3]([CH3:17])=[N:4][N:5]([C:8]2[CH:13]=[CH:12][C:11]([CH2:14][CH2:15][OH:16])=[CH:10][CH:9]=2)[C:6]=1[CH3:7].[C:18]([C:20]1[CH:21]=[C:22](B(O)O)[CH:23]=[CH:24][CH:25]=1)#[N:19]>>[OH:16][CH2:15][CH2:14][C:11]1[CH:12]=[CH:13][C:8]([N:5]2[C:6]([CH3:7])=[C:2]([C:24]3[CH:25]=[C:20]([CH:21]=[CH:22][CH:23]=3)[C:18]#[N:19])[C:3]([CH3:17])=[N:4]2)=[CH:9][CH:10]=1. Reported procedure: The title compound was prepared according to the procedure described in step 1 of Example 12 from 2-[4-(4-iodo-3,5-dimethyl-1H-pyrazol-1-yl)phenyl]ethanol (step 2 of Example 11) and 3-cyanobenzeneboronic acid: MS (EI) m/z 317 [M]+, 1H-NMR (CDCl3) δ 7.63-7.34 (8H, m), 3.92 (2H, t, J=6.6 Hz), 2.94 (2H, t, J=6.6 Hz), 2.32 (3H, s), 2.29 (3H, s). Reactants: stainless steel, K3Fe(CN)6, C(=O)([O-])[O-].[K+].[K+] (K2CO3), CC1=C(C=C)C=CC=C1 (o-methylstyrene), CC(=C)C1=CC=CC=C1 (α-methylstyrene), Nafion, OP(=O)(O)O (H3PO4), PHAL-DHQD. Reagents/catalysts: O=[Os](=O)(=O)=O (OsO4), [Pt] (platinum). Solvent: O (H2O), CC(C)(C)O (t-BuOH). The product is C1(=CC=CC=C1)[C@@](CO)(C)O ((R)-2-phenyl-1.2-propanediol). Yield: 95.0%. Reaction SMILES: [OH:1]P(O)(O)=O.[C:6]([O-])([O-])=[O:7].[K+].[K+].CC(C1C=CC=CC=1)=C.C[C:22]1[CH:29]=[CH:28][CH:27]=[CH:26][C:23]=1[CH:24]=[CH2:25]>[Pt].O=[Os](=O)(=O)=O.CC(O)(C)C.O>[C:23]1([C@:24]([OH:1])([CH3:25])[CH2:6][OH:7])[CH:22]=[CH:29][CH:28]=[CH:27][CH:26]=1 |f:1.2.3|. Procedure: A flow cell reactor filled with a 100 cm2 platinum on titanium anode and a 100 cm2 stainless steel cathode--the two electrode compartment being divided by a Nafion® cation exchange membrane--is used. A solution of 5% H3PO4 is circulated through the cathode compartment, while a solution of anolyte consisting of the followings: H2O (2 liters), t-BuOH (2 liters), K3Fe(CN)6 (0.24 mole, 91 g), K2CO3 (4.8 mole, 662 g), the chiral ligand, PHAL-DHQD (0.012 mole, 9.3 g), OsO4 (0.2 M in toluene, 0.0008 mo...